Dataset: the Open Reaction Database (ORD), a public repository of structured organic reaction records. Task: describe an organic reaction: reactants, conditions, products, and yield Starting materials: CC(CC(=O)N1C[C@H](CCC1)COC1=C(C#N)C(=CC=C1)[N+](=O)[O-])C ((S)-2-((1-(3-methylbutanoyl)piperidin-3-yl)methoxy)-6-nitrobenzonitrile). The reagents and catalysts are [Fe] (iron). The solvent is C(C)(=O)O (acetic acid). Conditions: temperature 0 celsius, time 10 minute. The product is NC1=C(C#N)C(=CC=C1)OC[C@@H]1CN(CCC1)C(CC(C)C)=O ((S)-2-amino-6-((1-(3-methylbutanoyl)piperidin-3-yl)methoxy)benzonitrile). Reaction SMILES: [CH3:1][CH:2]([CH3:25])[CH2:3][C:4]([N:6]1[CH2:11][CH2:10][CH2:9][C@H:8]([CH2:12][O:13][C:14]2[CH:21]=[CH:20][CH:19]=[C:18]([N+:22]([O-])=O)[C:15]=2[C:16]#[N:17])[CH2:7]1)=[O:5]>C(O)(=O)C.[Fe]>[NH2:22][C:18]1[CH:19]=[CH:20][CH:21]=[C:14]([O:13][CH2:12][C@H:8]2[CH2:9][CH2:10][CH2:11][N:6]([C:4](=[O:5])[CH2:3][CH:2]([CH3:1])[CH3:25])[CH2:7]2)[C:15]=1[C:16]#[N:17]. Reported procedure: To a solution of (S)-2-((1-(3-methylbutanoyl)piperidin-3-yl)methoxy)-6-nitrobenzonitrile (Example 5c, 43.26 g, ˜18.0 mmol) in glacial acetic acid (35 mL) cooled to 0° C. in an ice bath was added iron powder (2.02 g, 36.1 mmol). The solution was stirred under a N2 balloon at 0° C. for 10 minutes then at room temperature overnight and filtered through a bed of Celite, rinsing well with EtOAc. The EtOAc solution was then washed successively with 2N Na2CO3, water, and brine, dried over Na2SO4, filte... The reactants are Cc1ncccc1Oc1cc(NC(=S)NC(=O)c2ccccc2)ncc1Br, O=C([O-])[O-], CCO, [K+], [K+]. The product is Cc1ncccc1Oc1cc(NC(N)=S)ncc1Br. Reaction SMILES: [C:1](=[O:2])([c:3]1[cH:4][cH:5][cH:6][cH:7][cH:8]1)[NH:9][C:10](=[S:11])[NH:12][c:13]1[n:14][cH:15][c:16]([Br:27])[c:17]([O:19][c:20]2[c:21]([CH3:26])[n:22][cH:23][cH:24][cH:25]2)[cH:18]1.[C:28](=[O:29])([O-:30])[O-:31].[CH3:34][CH2:35][OH:36].[K+:32].[K+:33]>>[NH2:9][C:10](=[S:11])[NH:12][c:13]1[n:14][cH:15][c:16]([Br:27])[c:17]([O:19][c:20]2[c:21]([CH3:26])[n:22][cH:23][cH:24][cH:25]2)[cH:18]1. The product is CC(=O)c1cccc(-c2ccc(O)c(I)c2)c1. Reaction SMILES: [I-:18].[I:19].[K+:17].[NH3:20].[OH2:21].[OH:1][c:2]1[cH:3][cH:4][c:5](-[c:8]2[cH:9][c:10]([C:14]([CH3:15])=[O:16])[cH:11][cH:12][cH:13]2)[cH:6][cH:7]1>>[OH:1][c:2]1[cH:3][cH:4][c:5](-[c:8]2[cH:9][c:10]([C:14]([CH3:15])=[O:16])[cH:11][cH:12][cH:13]2)[cH:6][c:7]1[I:18]. Reactants: [I-], I, [K+], N, O, CC(=O)c1cccc(-c2ccc(O)cc2)c1.